From a dataset of the Open Reaction Database (ORD), a public repository of structured organic reaction records. describe an organic reaction: reactants, conditions, products, and yield Reactants: C(C)NC(=S)NN (N-ethylhydrazine carbothioamide), FC1=C(C=C2C=CC=NC2=C1)CC1=CN=C2N1N=C(C=C2)C(C)=O (1-[3-(7-fluoro-quinolin-6-ylmethyl)-imidazo[1,2-b]pyridazin-6-yl]-ethanone). The product is C(C)NC(=S)N/N=C(\C)/C=1C=CC=2N(N1)C(=CN2)CC=2C=C1C=CC=NC1=CC2F ((E)-N-ethyl-2-(1-(3-((7-Fluoroquinolin-6-yl)methyl)imidazo[1,2-b]pyridazin-6-yl)ethylidene)hydrazinecarbothioamide). The yield is 53.0%. Reaction SMILES: [CH2:1]([NH:3][C:4]([NH:6][NH2:7])=[S:5])[CH3:2].[F:8][C:9]1[CH:18]=[C:17]2[C:12]([CH:13]=[CH:14][CH:15]=[N:16]2)=[CH:11][C:10]=1[CH2:19][C:20]1[N:24]2[N:25]=[C:26]([C:29](=O)[CH3:30])[CH:27]=[CH:28][C:23]2=[N:22][CH:21]=1>>[CH2:1]([NH:3][C:4]([NH:6]/[N:7]=[C:29](/[C:26]1[CH:27]=[CH:28][C:23]2[N:24]([C:20]([CH2:19][C:10]3[CH:11]=[C:12]4[C:17](=[CH:18][C:9]=3[F:8])[N:16]=[CH:15][CH:14]=[CH:13]4)=[CH:21][N:22]=2)[N:25]=1)\[CH3:30])=[S:5])[CH3:2]. Reported procedure: The title compound was prepared from N-ethylhydrazine carbothioamide and 1-[3-(7-fluoro-quinolin-6-ylmethyl)-imidazo[1,2-b]pyridazin-6-yl]-ethanone in analogy to the synthesis of example 1 in 53% yield. 1H-NMR (400 MHz, MeOH-d4) δ ppm 8.83 (d, 1H), 8.30 (d, 1H), 8.24 (d, 1H), 7.93 (m, 2H), 7.69 (m, 2H), 7.48 (q, 1H), 4.67 (s, 2H), 3.74 (q, 2H), 2.39 (s, 3H), 1.26 (t, 3H). LCMS (method A): [MH]+=422, tR=5.43 min. Reaction SMILES: [Br:1][C:2]1[CH:7]=[CH:6][CH:5]=[CH:4][C:3]=1[S:8]([C:11]1([C:16]([NH2:18])=[O:17])[CH2:15]CC[CH2:12]1)(=[O:10])=[O:9].BrC1C=CC=CC=1S(C(C)(C)C#N)(=O)=O>>[Br:1][C:2]1[CH:7]=[CH:6][CH:5]=[CH:4][C:3]=1[S:8]([C:11]([CH3:15])([CH3:12])[C:16]([NH2:18])=[O:17])(=[O:10])=[O:9]. The product is BrC1=C(C=CC=C1)S(=O)(=O)C(C(=O)N)(C)C (2-((2-Bromophenyl)sulfonyl)-2-methylpropanamide). The reactants are BrC1=C(C=CC=C1)S(=O)(=O)C1(CCCC1)C(=O)N (1-(2-bromophenylsulfonyl)cyclopentanecarboxamide), BrC1=C(C=CC=C1)S(=O)(=O)C(C#N)(C)C (2-((2-bromophenyl)sulfonyl)-2-methylpropanenitrile). Procedure: The title compound was prepared using conditions analogous to those used to make 1-(2-bromophenylsulfonyl)cyclopentanecarboxamide starting with 2-((2-bromophenyl)sulfonyl)-2-methylpropanenitrile.